Dataset: the Open Reaction Database (ORD), a public repository of structured organic reaction records. Task: describe an organic reaction: reactants, conditions, products, and yield Reaction SMILES: [C:1]([CH3:2])(=[O:3])[c:4]1[n+:5]([O-:17])[c:6]2[cH:7][cH:8][cH:9][cH:10][c:11]2[n+:12]([O-:16])[c:13]1[CH2:14][Br:15].[CH3:19][C:20]([O-:21])=[O:22].[CH3:25][N:26]([CH3:27])[CH:28]=[O:29].[I-:24].[K+:18].[K+:23]>>[C:1]([CH3:2])(=[O:3])[c:4]1[n+:5]([O-:17])[c:6]2[cH:7][cH:8][cH:9][cH:10][c:11]2[n+:12]([O-:16])[c:13]1[CH2:14][O:22][C:20]([CH3:19])=[O:21]. Reactants: CC(=O)c1c(CBr)[n+]([O-])c2ccccc2[n+]1[O-], CC(=O)[O-], CN(C)C=O, [I-], [K+], [K+]. The product is CC(=O)OCc1c(C(C)=O)[n+]([O-])c2ccccc2[n+]1[O-].